This data is from the Open Reaction Database (ORD), a public repository of structured organic reaction records. The task is: describe an organic reaction: reactants, conditions, products, and yield Reactants: N1=CC=C(C=C1)C(CC)=O (1-(pyridin-4-yl) propan-1-one), N1=CC(=CC=C1)C(CC)O (1-(pyridin-3-yl) propan-1-ol). The product is N1=CC=C(C=C1)C(CC)O (1-(Pyridin-4-yl)propan-1-ol). RXN SMILES: [N:1]1[CH:6]=[CH:5][C:4]([C:7](=[O:10])[CH2:8][CH3:9])=[CH:3][CH:2]=1.N1C=CC=C(C(O)CC)C=1>>[N:1]1[CH:6]=[CH:5][C:4]([CH:7]([OH:10])[CH2:8][CH3:9])=[CH:3][CH:2]=1. Procedure details: The title compound was prepared from 1-(pyridin-4-yl) propan-1-one (purchased from Waterstone Technology) following a procedure similar to the one described for the synthesis of 1-(pyridin-3-yl) propan-1-ol (Example 233, Step A). Mass Spectrum (ESI) m/z=138.0 (M+1).